This data is from the Open Reaction Database (ORD), a public repository of structured organic reaction records. The task is: describe an organic reaction: reactants, conditions, products, and yield Starting materials: C1(CC1)C(CC)NC1=NC=CC(=C1[N+](=O)[O-])C1=C(C=C(C(=C1)F)OC)C ((1-Cyclopropyl-propyl)-[4-(5-fluoro-4-methoxy-2-methyl-phenyl)-3-nitro-pyridin-2-yl]-amine), Cl[Sn]Cl (SnCl2). Product: ClC=1C(=CC(=C(C1)C1=C(C(=NC=C1)NC(CC)C1CC1)N)C)OC (4-(5-chloro-4-methoxy-2-methyl-phenyl)-N2-(1-cyclopropyl-propyl)-pyridine-2,3-diamine). Isolated yield 102.0%. Reaction SMILES: [CH:1]1([CH:4]([NH:7][C:8]2[C:13]([N+:14]([O-])=O)=[C:12]([C:17]3[CH:22]=[C:21](F)[C:20]([O:24][CH3:25])=[CH:19][C:18]=3[CH3:26])[CH:11]=[CH:10][N:9]=2)[CH2:5][CH3:6])[CH2:3][CH2:2]1.[Cl:27][Sn]Cl>>[Cl:27][C:21]1[C:20]([O:24][CH3:25])=[CH:19][C:18]([CH3:26])=[C:17]([C:12]2[CH:11]=[CH:10][N:9]=[C:8]([NH:7][CH:4]([CH:1]3[CH2:3][CH2:2]3)[CH2:5][CH3:6])[C:13]=2[NH2:14])[CH:22]=1. Procedure: (1-Cyclopropyl-propyl)-[4-(5-fluoro-4-methoxy-2-methyl-phenyl)-3-nitro-pyridin-2-yl]-amine (0.13 g, 0.34 mmol) and SnCl2 (0.19 g, 1.0 mmol) were treated substantially as described in Part D of Example 74a to yield 0.12 g (96%) of 4-(5-chloro-4-methoxy-2-methyl-phenyl)-N2-(1-cyclopropyl-propyl)-pyridine-2,3-diamine. The reactants are [Br-].C1(CCCC1)[C@](C(=O)OC1CC[N+](CC1)(CCCC1=CC=CC=C1)C)(C1=CC=CC=C1)O (4-((R)-2-Cyclopentyl-2-hydroxy-2-phenyl-acetoxy)-1-methyl-1-(3-phenyl-propyl)-piperidinium bromide), [Br-].OC1CC[N+](CC1)(CCOC1=CC=CC=C1)C (4-hydroxy-1-methyl-1-(2-phenoxy-ethyl)-piperidinium bromide), [Br-].OC1CC[N+](CC1)(CCCC1=CC=CC=C1)C (4-Hydroxy-1-methyl-1-(3-phenyl-propyl)-piperidinium bromide), [Br-].OC1CC[N+](CC1)(CCOC1=CC=CC=C1)C (4-hydroxy-1-methyl-1-(2-phenoxy-ethyl)-piperidinium bromide). Product: [Br-].C1(CCCC1)[C@](C(=O)OC1CC[N+](CC1)(CCOC1=CC=CC=C1)C)(C1=CC=CC=C1)O (4-((R)-2-Cyclopentyl-2-hydroxy-2-phenyl-acetoxy)-1-methyl-1-(2-phenoxy-ethyl)-piperidinium bromide). As a reaction SMILES: [Br-:1].[CH:2]1([C@@:7]([OH:33])([C:27]2[CH:32]=[CH:31][CH:30]=[CH:29][CH:28]=2)[C:8]([O:10][CH:11]2[CH2:16][CH2:15][N+:14]([CH3:26])([CH2:17][CH2:18]CC3C=CC=CC=3)[CH2:13][CH2:12]2)=[O:9])[CH2:6][CH2:5][CH2:4][CH2:3]1.[Br-].OC1CC[N+](C)(CCCC2C=CC=CC=2)CC1.[Br-].OC1CC[N+](C)(CC[O:62][C:63]2[CH:68]=[CH:67][CH:66]=[CH:65][CH:64]=2)CC1>>[Br-:1].[CH:2]1([C@@:7]([OH:33])([C:27]2[CH:28]=[CH:29][CH:30]=[CH:31][CH:32]=2)[C:8]([O:10][CH:11]2[CH2:12][CH2:13][N+:14]([CH3:26])([CH2:17][CH2:18][O:62][C:63]3[CH:68]=[CH:67][CH:66]=[CH:65][CH:64]=3)[CH2:15][CH2:16]2)=[O:9])[CH2:6][CH2:5][CH2:4][CH2:3]1 |f:0.1,2.3,4.5,6.7|. Procedure: This compound is prepared by an analogous method to 4-((R)-2-Cyclopentyl-2-hydroxy-2-phenyl-acetoxy)-1-methyl-1-(3-phenyl-propyl)-piperidinium bromide (Example 9) by replacing 4-Hydroxy-1-methyl-1-(3-phenyl-propyl)-piperidinium bromide (Intermediate K) with 4-hydroxy-1-methyl-1-(2-phenoxy-ethyl)-piperidinium bromide (Intermediate L). Reactants: BrCc1ccccc1, O=C([O-])[O-], CC(C)(C)OC(=O)N1CCC(CCc2noc3c4c(ccc23)NC(=O)C4)CC1, ClCCl, O=C(O)C(F)(F)F, [Na+], [Na+], CN(C)C=O. The product is O=C1Cc2c(ccc3c(CCC4CCN(Cc5ccccc5)CC4)noc23)N1. Reaction SMILES: [Br:42][CH2:43][c:44]1[cH:45][cH:46][cH:47][cH:48][cH:49]1.[C:36](=[O:37])([O-:38])[O-:39].[CH3:1][C:2]([O:3][C:6](=[O:4])[N:8]1[CH2:9][CH2:10][CH:11]([CH2:14][CH2:15][c:16]2[n:17][o:18][c:19]3[c:20]2[cH:21][cH:22][c:23]2[c:24]3[CH2:25][C:26](=[O:28])[NH:27]2)[CH2:12][CH2:13]1)([CH3:5])[CH3:7].[Cl:50][CH2:51][Cl:52].[F:29][C:30]([F:31])([F:32])[C:33]([OH:34])=[O:35].[Na+:40].[Na+:41].[O:53]=[CH:54][N:55]([CH3:56])[CH3:57]>>[CH2:6]([N:8]1[CH2:9][CH2:10][CH:11]([CH2:14][CH2:15][c:16]2[n:17][o:18][c:19]3[c:20]2[cH:21][cH:22][c:23]2[c:24]3[CH2:25][C:26](=[O:28])[NH:27]2)[CH2:12][CH2:13]1)[c:44]1[cH:45][cH:46][cH:47][cH:48][cH:49]1. Starting materials: CC(=O)OCC1CC(Nc2cc(Cl)c(Cl)cc2[N+](=O)[O-])C(OC(C)=O)C1OC(C)=O, CC(C)O. The product is CC(=O)OCC1CC(Nc2cc(Cl)c(Cl)cc2N)C(OC(C)=O)C1OC(C)=O. RXN SMILES: [C:1]([CH3:2])(=[O:3])[O:4][CH:5]1[CH:6]([O:27][C:28]([CH3:29])=[O:30])[CH:7]([CH2:22][O:23][C:24]([CH3:25])=[O:26])[CH2:8][CH:9]1[NH:10][c:11]1[c:12]([N+:19]([O-:20])=[O:21])[cH:13][c:14]([Cl:18])[c:15]([Cl:17])[cH:16]1.[CH:31]([OH:32])([CH3:33])[CH3:34]>>[C:1]([CH3:2])(=[O:3])[O:4][CH:5]1[CH:6]([O:27][C:28]([CH3:29])=[O:30])[CH:7]([CH2:22][O:23][C:24]([CH3:25])=[O:26])[CH2:8][CH:9]1[NH:10][c:11]1[c:12]([NH2:19])[cH:13][c:14]([Cl:18])[c:15]([Cl:17])[cH:16]1. Reactants: CC1=C(N=C(S1)CCC1=CC=C(C=CC(=O)OCC)C=C1)C1=CC=CC=C1 (Ethyl 4-[2-(5-methyl-4-phenyl-2-thiazolyl)ethyl]cinnamate), [H-].C(C(C)C)[Al+]CC(C)C (diisobutylaluminum hydride). Product: CC1=C(N=C(S1)CCC1=CC=C(C=C1)/C=C/CO)C1=CC=CC=C1 ((E)-3-[4-[2-(5-methyl-4-phenyl-2thiazolyl)ethyl]phenyl]-2-propenol). Reaction SMILES: [CH3:1][C:2]1[S:6][C:5]([CH2:7][CH2:8][C:9]2[CH:21]=[CH:20][C:12]([CH:13]=[CH:14][C:15](OCC)=[O:16])=[CH:11][CH:10]=2)=[N:4][C:3]=1[C:22]1[CH:27]=[CH:26][CH:25]=[CH:24][CH:23]=1.[H-].C([Al+]CC(C)C)C(C)C>>[CH3:1][C:2]1[S:6][C:5]([CH2:7][CH2:8][C:9]2[CH:21]=[CH:20][C:12](/[CH:13]=[CH:14]/[CH2:15][OH:16])=[CH:11][CH:10]=2)=[N:4][C:3]=1[C:22]1[CH:27]=[CH:26][CH:25]=[CH:24][CH:23]=1 |f:1.2|. Procedure details: Ethyl 4-[2-(5-methyl-4-phenyl-2-thiazolyl)ethyl]cinnamate was reduced with diisobutylaluminum hydride in the same manner as in Reference Example 22 to yield (E)-3-[4-[2-(5-methyl-4-phenyl-2thiazolyl)ethyl]phenyl]-2-propenol, which was then recrystallized from hexane to yield colorless plates having a melting point of 93°-94° C. Reactants: CS(=O)(=O)c1ncc(-c2ccc(Cl)cc2)c(-c2ccc(Cl)cc2Cl)n1, Oc1cccnc1. The product is Clc1ccc(-c2cnc(Oc3cccnc3)nc2-c2ccc(Cl)cc2Cl)cc1. Reaction SMILES: [CH3:1][S:2](=[O:3])(=[O:4])[c:5]1[n:6][cH:7][c:8](-[c:19]2[cH:20][cH:21][c:22]([Cl:25])[cH:23][cH:24]2)[c:9](-[c:11]2[c:12]([Cl:18])[cH:13][c:14]([Cl:17])[cH:15][cH:16]2)[n:10]1.[OH:26][c:27]1[cH:28][n:29][cH:30][cH:31][cH:32]1>>[c:5]1([O:26][c:27]2[cH:28][n:29][cH:30][cH:31][cH:32]2)[n:6][cH:7][c:8](-[c:19]2[cH:20][cH:21][c:22]([Cl:25])[cH:23][cH:24]2)[c:9](-[c:11]2[c:12]([Cl:18])[cH:13][c:14]([Cl:17])[cH:15][cH:16]2)[n:10]1. Starting materials: C1(=CC=CC=C1)C#C (phenylacetylene), [Cl-].[Zn+2].[Cl-] (zinc chloride), C(CCC)[Li] (n-butyllithium), C(=O)=O (dry ice). Solvent: O1CCCC1 (tetrahydrofuran), O1CCCC1 (tetrahydrofuran), CCCCCC (hexane), C(C)O (ethanol). Reaction conditions: temperature -78 celsius, time 30 minute. Yields the product C1(=CC=CC=C1)C#C[Zn] ((Phenylethynyl)zinc). Reaction SMILES: [C:1]1([C:7]#[CH:8])[CH:6]=[CH:5][CH:4]=[CH:3][CH:2]=1.C(=O)=O.C([Li])CCC.[Cl-].[Zn+2:18].[Cl-]>O1CCCC1.CCCCCC.C(O)C>[C:1]1([C:7]#[C:8][Zn:18])[CH:6]=[CH:5][CH:4]=[CH:3][CH:2]=1 |f:3.4.5|. Procedure details: The flask was charged with 120 mg (1.1 mmol) of phenylacetylene and 4 mL of tetrahydrofuran, and the flask was cooled to −78° C. in a cooling bath with ethanol and dry ice. Thereafter, 0.65 mL (1.0 mmol) of a 1.56 mol/L hexane solution of n-butyllithium was slowly added over a period of 20 minutes. After stirring the mixture at −78° C. for 30 minutes, a suspension of 140 mg (1.0 mmol) of zinc chloride in 1 mL of tetrahydrofuran was added thereto. The mixture was stirred at −78° C. for additional...